Dataset: the Open Reaction Database (ORD), a public repository of structured organic reaction records. Task: describe an organic reaction: reactants, conditions, products, and yield Starting materials: CN1CCNC(c2ccc(Br)cc2)C1, CC(=O)O[BH-](OC(C)=O)OC(C)=O, CC(=O)O, CCOC(C)=O, [Na+], C1CCOC1, O=CCc1cnn2ccccc12. Yields the product CN1CCN(CCc2cnn3ccccc23)C(c2ccc(Br)cc2)C1. Reaction SMILES: [Br:1][c:2]1[cH:3][cH:4][c:5]([CH:8]2[CH2:9][N:10]([CH3:14])[CH2:11][CH2:12][NH:13]2)[cH:6][cH:7]1.[C:31]([O:32][BH-:33]([O:34][C:35](=[O:36])[CH3:37])[O:38][C:39](=[O:40])[CH3:41])(=[O:42])[CH3:43].[CH3:27][C:28](=[O:29])[OH:30].[CH3:50][CH2:51][O:52][C:53](=[O:54])[CH3:55].[Na+:44].[O:45]1[CH2:46][CH2:47][CH2:48][CH2:49]1.[n:15]1[cH:16][c:17]([CH2:24][CH:25]=[O:26])[c:18]2[n:19]1[cH:20][cH:21][cH:22][cH:23]2>>[Br:1][c:2]1[cH:3][cH:4][c:5]([CH:8]2[CH2:9][N:10]([CH3:14])[CH2:11][CH2:12][N:13]2[CH2:25][CH2:24][c:17]2[cH:16][n:15][n:19]3[c:18]2[cH:23][cH:22][cH:21][cH:20]3)[cH:6][cH:7]1. Reactants: C1(=CC=CC=C1)C1(C(=C(C(O1)=O)OCC1=CC=CC=C1)O)C1=CC=CC=C1 (5,5-diphenyl-4-hydroxy-3-phenylmethoxy-2(5H)-furanone), OC=1C(OC(C1O)(C1=CC=CC=C1)C)=O (3,4-dihydroxy-5-methyl-5-phenyl-2(5H)-furanone). Yields the product OC=1C(OC(C1O)(C1=CC=CC=C1)C1=CC=CC=C1)=O (3,4-dihydroxy-5,5-diphenyl-2(5H)-furanone). The yield is 5.6%. RXN SMILES: [C:1]1([C:7]2([C:22]3[CH:27]=[CH:26][CH:25]=[CH:24][CH:23]=3)[O:11][C:10](=[O:12])[C:9]([O:13]CC3C=CC=CC=3)=[C:8]2[OH:21])[CH:6]=[CH:5][CH:4]=[CH:3][CH:2]=1.OC1C(=O)OC(C)(C2C=CC=CC=2)C=1O>>[OH:13][C:9]1[C:10](=[O:12])[O:11][C:7]([C:22]2[CH:23]=[CH:24][CH:25]=[CH:26][CH:27]=2)([C:1]2[CH:6]=[CH:5][CH:4]=[CH:3][CH:2]=2)[C:8]=1[OH:21]. Procedure details: Hydrogenolysis of 5,5-diphenyl-4-hydroxy-3-phenylmethoxy-2(5H)-furanone was performed in a similar manner as described in the preparation of 3,4-dihydroxy-5-methyl-5-phenyl-2(5H)-furanone to provide 150 mg (5.6% overall yield) of 3,4-dihydroxy-5,5-diphenyl-2(5H)-furanone as colorless needles: mp 192-193° C. dec.(CHCl3 /hexanes). 1H NMR (acetone-d6) δ 7.41 (s, 10H). 13C NMR (acetone-d6) δ 168.38, 154.92, 140.44, 128.72, 128.58, 127.43, 119.46, 84.74. Anal Calcd for C16H12O4 +0.25 H2O C, 70.46; H,... Reactants: I(=O)(=O)(=O)[O-].[Na+] (sodium periodate), I(=O)(=O)(=O)[O-].[Na+] (sodium periodate), C(C)OC(=O)C1=CC(=NC2=CC=CC=C12)C=1OC=CC1 (2-Furan-2-yl-quinoline-4-carboxylic acid ethyl ester). The reagents and catalysts are [Ru](Cl)(Cl)Cl (ruthenium trichloride), [Ru](Cl)(Cl)Cl (ruthenium trichloride). Solvent: ClC(Cl)(Cl)Cl (tetrachloro-methane), C(C)#N (acteonitrile), O (water), O (water). The product is C(C)OC(=O)C1=CC(=NC2=CC=CC=C12)C(=O)O (Quinoline-2,4-dicarboxylic acid 4-ethyl ester). As a reaction SMILES: I([O-])(=O)(=O)=[O:2].[Na+].[CH2:7]([O:9][C:10]([C:12]1[C:21]2[C:16](=[CH:17][CH:18]=[CH:19][CH:20]=2)[N:15]=[C:14]([C:22]2[O:23]C=CC=2)[CH:13]=1)=[O:11])[CH3:8]>ClC(Cl)(Cl)Cl.C(#N)C.O.[Ru](Cl)(Cl)Cl>[CH2:7]([O:9][C:10]([C:12]1[C:21]2[C:16](=[CH:17][CH:18]=[CH:19][CH:20]=2)[N:15]=[C:14]([C:22]([OH:23])=[O:2])[CH:13]=1)=[O:11])[CH3:8] |f:0.1|. Reported procedure: To a vigorously stirred of 8 g of sodium periodate and 20 mg of ruthenium trichloride in 37 ml of tetrachloro-methane, 37 ml of acteonitrile and 54 ml of water 2.5 g of 2-Furan-2-yl-quinoline-4-carboxylic acid ethyl ester was added at RT. Then, after 4 h additional 8 g of sodium periodate and 10 mg of ruthenium trichloride was added and the reaction mixture was stirred for an additional hour. Then, the reaction mixture was diluted with water and extracted with DCM (3×150 ml). The combined organi... Reactants: Stannous chloride, Cl (HCl), C(C)OCC (diethyl ether), Cl (HCl), C(#N)C1=CC(=C(C=C1)NC(C)=O)F (N-(4-Cyano-2-fluoro-phenyl)-acetamide). Conditions: time 8 hour. The product is FC1=C(C=CC(=C1)C=O)NC(C)=O (N-(2-FLUORO-4-FORMYL-PHENYL)-ACETAMIDE). Yield: 98.0%. Reaction SMILES: Cl.[C:2]([C:4]1[CH:9]=[CH:8][C:7]([NH:10][C:11](=[O:13])[CH3:12])=[C:6]([F:14])[CH:5]=1)#N.C([O:17]CC)C>>[F:14][C:6]1[CH:5]=[C:4]([CH:2]=[O:17])[CH:9]=[CH:8][C:7]=1[NH:10][C:11](=[O:13])[CH3:12]. Procedure details: Stannous chloride (98%, 17.3 g, 91.5 mmol) was placed in a dry 3-neck 500 mL round bottom flask under argon. Anhydrous diethyl ether (100 mL) was added via cannula. The suspension was stirred as dry HCl gas was bubbled in until the solid dissolved. Anhydrous methylene chloride (100 mL) was added via cannula to homogenize the two layers and the solution was stirred for an additional 0.5 h while a continuous stream of dry HCl gas was bubbled through the solution. N-(4-Cyano-2-fluoro-phenyl)-acetam... Reactants: [ 33 ], C(C)(C)(C)OC(=O)N1[C@H](C(=O)O)CCC1 (1-(tert-butoxycarbonyl)-L-proline), N1CCCCC1 (piperidine). Product: C(C)(C)(C)OC(=O)N1[C@@H](CCC1)C(=O)N1CCCCC1 ((2S)-1-(tert-butoxycarbonyl)-2-piperidinocarbonylpyrrolidine). As a reaction SMILES: [C:1]([O:5][C:6]([N:8]1[CH2:15][CH2:14][CH2:13][C@H:9]1[C:10]([OH:12])=O)=[O:7])([CH3:4])([CH3:3])[CH3:2].[NH:16]1[CH2:21][CH2:20][CH2:19][CH2:18][CH2:17]1>>[C:1]([O:5][C:6]([N:8]1[CH2:15][CH2:14][CH2:13][C@H:9]1[C:10]([N:16]1[CH2:21][CH2:20][CH2:19][CH2:18][CH2:17]1)=[O:12])=[O:7])([CH3:2])([CH3:3])[CH3:4]. Procedure details: Using analogous procedures to those described in Note [33] immediately above, 1-(tert-butoxycarbonyl)-L-proline was reacted with piperidine to give (2S)-1-(tert-butoxycarbonyl)-2-piperidinocarbonylpyrrolidine which was deprotected and reacted with 2-bromoethanol. There was thus obtained the required starting material; NMR Spectrum: (CDCl3) 1.5-1.9 (m, 10H), 1.9-2.0 (m, 1H), 2.1-2.2 (m, 1H), 2.4-2.5 (m, 1H), 2.55-2.65 (m, 1H), 2.8-2.9 (m, 1H), 3.3-3.7 (m, 6H), 4.3 (br s, 1H); Mass Spectrum: M+H+ ... The reactants are N1CCCCC1 (piperidine), [I-].[K+] (potassium iodide), ClCCCC(=O)C1=CC=2CC3=CC(=CC=C3C2C=C1)C(CCCCl)=O (2,7-bis(4-chlorobutyryl)fluorene), O (water). Run in CC(CC)=O (butanone). Yields the product N1(CCCCC1)CCCC(=O)C1=CC=2CC3=CC(=CC=C3C2C=C1)C(CCCN1CCCCC1)=O (2,7-bis(4-piperidinobutyryl)fluorene). RXN SMILES: Cl[CH2:2][CH2:3][CH2:4][C:5]([C:7]1[CH:19]=[CH:18][C:17]2[C:16]3[C:11](=[CH:12][C:13]([C:20](=[O:25])[CH2:21][CH2:22][CH2:23]Cl)=[CH:14][CH:15]=3)[CH2:10][C:9]=2[CH:8]=1)=[O:6].[NH:26]1[CH2:31][CH2:30][CH2:29][CH2:28][CH2:27]1.[I-].[K+].O>CC(=O)CC>[N:26]1([CH2:2][CH2:3][CH2:4][C:5]([C:7]2[CH:19]=[CH:18][C:17]3[C:16]4[C:11](=[CH:12][C:13]([C:20](=[O:25])[CH2:21][CH2:22][CH2:23][N:26]5[CH2:31][CH2:30][CH2:29][CH2:28][CH2:27]5)=[CH:14][CH:15]=4)[CH2:10][C:9]=3[CH:8]=2)=[O:6])[CH2:31][CH2:30][CH2:29][CH2:28][CH2:27]1 |f:2.3|. Procedure: A mixture of 18.8 g (0.05 mole) of 2,7-bis(4-chlorobutyryl)fluorene, prepared in Example 10, 34.0 g (0.4 mole) of piperidine, 16.6 g (0.1 mole) of potassium iodide in 200 ml of butanone is stirred and refluxed for three days. The reaction mixture is poured into 1000 ml of water, and the solid which is precipitated is filtered and recrystallized twice from chloroform-acetone to give 2,7-bis(4-piperidinobutyryl)fluorene, M.P. 157°-159° C. The reactants are N[C@@H](C)C(=O)OC.Cl (Ala-OMe•HCl), ClC=1C=NC=C(C1NC1=CC(OC2=C(C(=CC=C12)OC)OCCCCCC(=O)O)=O)Cl (6-(4-(3,5-Dichloropyridin-4-ylamino)-7-methoxy-2-oxo-2H-chromen-8-yloxy)hexanoic acid). Yields the product ClC=1C=NC=C(C1NC1=CC(OC2=C(C(=CC=C12)OC)OCCCCCC(=O)N[C@H](C(=O)OC)C)=O)Cl ((S)-Methyl 2-(6-(4-(3,5-dichloropyridin-4-ylamino)-7-methoxy-2-oxo-2H-chromen-8-yloxy)hexanamido)propanoate). Reaction SMILES: [NH2:1][C@H:2]([C:4]([O:6][CH3:7])=[O:5])[CH3:3].Cl.[Cl:9][C:10]1[CH:11]=[N:12][CH:13]=[C:14]([Cl:39])[C:15]=1[NH:16][C:17]1[C:26]2[C:21](=[C:22]([O:29][CH2:30][CH2:31][CH2:32][CH2:33][CH2:34][C:35](O)=[O:36])[C:23]([O:27][CH3:28])=[CH:24][CH:25]=2)[O:20][C:19](=[O:38])[CH:18]=1>>[Cl:9][C:10]1[CH:11]=[N:12][CH:13]=[C:14]([Cl:39])[C:15]=1[NH:16][C:17]1[C:26]2[C:21](=[C:22]([O:29][CH2:30][CH2:31][CH2:32][CH2:33][CH2:34][C:35]([NH:1][C@@H:2]([CH3:3])[C:4]([O:6][CH3:7])=[O:5])=[O:36])[C:23]([O:27][CH3:28])=[CH:24][CH:25]=2)[O:20][C:19](=[O:38])[CH:18]=1 |f:0.1|. Procedure: The title compound was prepared from Ala-OMe•HCl and 6-(4-(3,5-dichloropyridin-4-ylamino)-7-methoxy-2-oxo-2H-chromen-8-yloxy)hexanoic acid (Example 44) following the procedure outlined in Example 94. 1H NMR (400 MHz, DMSO-d6): δ 9.51 (s, 1H), 8.81 (s, 2H), 8.20 (d, 1H), 7.94 (d, 1H), 7.20 (d, 1H), 4.63 (s, 1H), 4.22 (m, 1H), 3.96 (t, 2H), 3.92 (s, 3H), 3.58 (s, 3H), 2.11 (t, 2H), 1.68 (m, 2H), 1.54 (m, 2H), 1.43 (m, 2H), 1.23 (d, 3H); MS (ESI): 552.0. Reactants: NC1=C(C(C2=C(N=C(N=C2)NC2=C(C=C(C=C2OC)N2CCN(CC2)CC)F)N1CC)=O)C(=O)N (7-Amino-8-ethyl-2-[4-(4-ethylpiperazin-1-yl)-2-fluoro-6-methoxyphenylamino]-5-oxo-5,8-dihydropyrido[2,3-d]pyrimidine-6-carboxamide), CCCl (hydrochloric ether). Solvent: CCOCC (ether), CO (methanol). Conditions: time 30 minute. Yields the product Cl.NC1=C(C(C2=C(N=C(N=C2)NC2=C(C=C(C=C2OC)N2CCN(CC2)CC)F)N1CC)=O)C(=O)N (7-Amino-8-ethyl-2-[4-(4-ethylpiperazin-1-yl)-2-fluoro-6-methoxyphenylamino]-5-oxo-5,8-dihydropyrido[2,3-d]pyrimidine-6-carboxamide hydrochloride). Yield: 141.8%. As a reaction SMILES: [NH2:1][C:2]1[N:29]([CH2:30][CH3:31])[C:6]2[N:7]=[C:8]([NH:11][C:12]3[C:17]([O:18][CH3:19])=[CH:16][C:15]([N:20]4[CH2:25][CH2:24][N:23]([CH2:26][CH3:27])[CH2:22][CH2:21]4)=[CH:14][C:13]=3[F:28])[N:9]=[CH:10][C:5]=2[C:4](=[O:32])[C:3]=1[C:33]([NH2:35])=[O:34].CC[Cl:38]>CO.CCOCC>[ClH:38].[NH2:1][C:2]1[N:29]([CH2:30][CH3:31])[C:6]2[N:7]=[C:8]([NH:11][C:12]3[C:17]([O:18][CH3:19])=[CH:16][C:15]([N:20]4[CH2:25][CH2:24][N:23]([CH2:26][CH3:27])[CH2:22][CH2:21]4)=[CH:14][C:13]=3[F:28])[N:9]=[CH:10][C:5]=2[C:4](=[O:32])[C:3]=1[C:33]([NH2:35])=[O:34] |f:4.5|. Reported procedure: To a solution of 0.08 g (0.18 mmol) of the product prepared in step 10.6 in 5 mL of methanol is added 0.53 mL (0.53 mmol) of 1.0 M hydrochloric ether. The mixture is stirred for 30 minutes at room temperature and then diluted with ether. The precipitate is drained by suction, rinsed with ether and with pentane, and dried under vacuum. 0.133 g of the expected product is obtained in the form of a beige-coloured solid. Yield (dihydrochloride)=77%. m.p. >260°C. M+H+=485.